Dataset: the Open Reaction Database (ORD), a public repository of structured organic reaction records. Task: describe an organic reaction: reactants, conditions, products, and yield Starting materials: CCOC(C)=O, CS(C)=O, CCOCC, C=C(CCl)C1NC(=O)C1C(C)OC(=O)OCc1ccccc1, Cl, O, Cc1ccc(S(=O)(=O)O)cc1. Yields the product C=C(CO)C1NC(=O)C1C(C)OC(=O)OCc1ccccc1. Reaction SMILES: [CH3:35][CH2:36][O:37][C:38](=[O:39])[CH3:40].[CH3:41][S:42]([CH3:43])=[O:44].[CH3:46][CH2:47][O:48][CH2:49][CH3:50].[Cl:1][CH2:2][C:3](=[CH2:4])[CH:5]1[CH:6]([CH:10]([CH3:11])[O:12][C:13](=[O:14])[O:15][CH2:16][c:17]2[cH:18][cH:19][cH:20][cH:21][cH:22]2)[C:7](=[O:9])[NH:8]1.[ClH:34].[OH2:45].[c:23]1([CH3:24])[cH:25][cH:26][c:27]([S:28]([OH:29])(=[O:30])=[O:31])[cH:32][cH:33]1>>[CH2:2]([C:3](=[CH2:4])[CH:5]1[CH:6]([CH:10]([CH3:11])[O:12][C:13](=[O:14])[O:15][CH2:16][c:17]2[cH:18][cH:19][cH:20][cH:21][cH:22]2)[C:7](=[O:9])[NH:8]1)[OH:30].